The task is: describe an organic reaction: reactants, conditions, products, and yield. This data is from the Open Reaction Database (ORD), a public repository of structured organic reaction records. Reactants: [O-]Br, ClC(Cl)(Cl)Cl, O=P(OC1CCCC1)(OC1CCCC1)C(Cl)P(=O)(OC1CCCC1)OC1CCCC1, [Na+]. Yields the product O=P(OC1CCCC1)(OC1CCCC1)C(Cl)(Br)P(=O)(OC1CCCC1)OC1CCCC1. Reaction SMILES: [Br:31][O-:32].[C:34]([Cl:35])([Cl:36])([Cl:37])[Cl:38].[Cl:1][CH:2]([P:3]([O:4][CH:5]1[CH2:6][CH2:7][CH2:8][CH2:9]1)([O:10][CH:11]1[CH2:12][CH2:13][CH2:14][CH2:15]1)=[O:16])[P:17]([O:18][CH:19]1[CH2:20][CH2:21][CH2:22][CH2:23]1)([O:24][CH:25]1[CH2:26][CH2:27][CH2:28][CH2:29]1)=[O:30].[Na+:33]>>[Cl:1][C:2]([P:3]([O:4][CH:5]1[CH2:6][CH2:7][CH2:8][CH2:9]1)([O:10][CH:11]1[CH2:12][CH2:13][CH2:14][CH2:15]1)=[O:16])([P:17]([O:18][CH:19]1[CH2:20][CH2:21][CH2:22][CH2:23]1)([O:24][CH:25]1[CH2:26][CH2:27][CH2:28][CH2:29]1)=[O:30])[Br:31]. Product: NC1=NC2(CO1)c1cc(O)ccc1Oc1ncc(N3CCOCC3)cc12. RXN SMILES: [CH2:32]1[CH2:33][O:34][CH2:35][CH2:36][NH:37]1.[CH3:22][Si:23]([N-:24][Si:25]([CH3:26])([CH3:27])[CH3:28])([CH3:29])[CH3:30].[Cl-:39].[Li+:31].[NH2:1][C:2]1=[N:21][C:5]2([CH2:4][O:3]1)[c:6]1[cH:7][c:8]([OH:20])[cH:9][cH:10][c:11]1[O:12][c:13]1[n:14][cH:15][c:16]([Br:19])[cH:17][c:18]12.[NH4+:40].[O:43]=[C:44]([CH:45]=[CH:46][c:47]1[cH:48][cH:49][cH:50][cH:51][cH:52]1)[CH:53]=[CH:54][c:55]1[cH:56][cH:57][cH:58][cH:59][cH:60]1.[O:61]=[C:62]([CH:63]=[CH:64][c:65]1[cH:66][cH:67][cH:68][cH:69][cH:70]1)[CH:71]=[CH:72][c:73]1[cH:74][cH:75][cH:76][cH:77][cH:78]1.[O:79]=[C:80]([CH:81]=[CH:82][c:83]1[cH:84][cH:85][cH:86][cH:87][cH:88]1)[CH:89]=[CH:90][c:91]1[cH:92][cH:93][cH:94][cH:95][cH:96]1.[OH2:38].[Pd:41].[Pd:42]>>[NH2:1][C:2]1=[N:21][C:5]2([CH2:4][O:3]1)[c:6]1[cH:7][c:8]([OH:20])[cH:9][cH:10][c:11]1[O:12][c:13]1[n:14][cH:15][c:16]([N:37]3[CH2:32][CH2:33][O:34][CH2:35][CH2:36]3)[cH:17][c:18]12. The reactants are C1COCCN1, C[Si](C)(C)[N-][Si](C)(C)C, [Cl-], [Li+], NC1=NC2(CO1)c1cc(O)ccc1Oc1ncc(Br)cc12, [NH4+], O=C(C=Cc1ccccc1)C=Cc1ccccc1, O=C(C=Cc1ccccc1)C=Cc1ccccc1, O=C(C=Cc1ccccc1)C=Cc1ccccc1, O, [Pd], [Pd]. The reactants are C1(=CC=CC=C1)C=1C=C(OCCCCCC(=O)OCC)C=C(C1)C1=CC=CC=C1 (ethyl 6-(3,5-diphenyl-phenoxy)hexanoate), [OH-].[K+] (potassium hydroxide), O (water). The solvent is C(C)O (ethanol). Product: C1(=CC=CC=C1)C=1C=C(OCCCCCC(=O)O)C=C(C1)C1=CC=CC=C1 (6-(3,5-diphenyl-phenoxy)hexanoic acid). Yield: 53.9%. RXN SMILES: [C:1]1([C:7]2[CH:8]=[C:9]([CH:21]=[C:22]([C:24]3[CH:29]=[CH:28][CH:27]=[CH:26][CH:25]=3)[CH:23]=2)[O:10][CH2:11][CH2:12][CH2:13][CH2:14][CH2:15][C:16]([O:18]CC)=[O:17])[CH:6]=[CH:5][CH:4]=[CH:3][CH:2]=1.[OH-].[K+].O>C(O)C>[C:1]1([C:7]2[CH:8]=[C:9]([CH:21]=[C:22]([C:24]3[CH:29]=[CH:28][CH:27]=[CH:26][CH:25]=3)[CH:23]=2)[O:10][CH2:11][CH2:12][CH2:13][CH2:14][CH2:15][C:16]([OH:18])=[O:17])[CH:2]=[CH:3][CH:4]=[CH:5][CH:6]=1 |f:1.2|. Procedure details: By using a similar procedure to that described in example 1 but with 1 g of ethyl 6-(3,5-diphenyl-phenoxy)hexanoate, 0.22 g of potassium hydroxide in pellets, 5 cc of water and 5 cc of ethanol as the starting material (2 hours; reflux), and after recrystallization in a mixture of 10 cc of n-hexane and 2 cc of ethyl acetate, 0.5 g (54%) of 6-(3,5-diphenyl-phenoxy)hexanoic acid was obtained as a white solid. (m.p.=104° C.) The reactants are C(CC(=O)C)(=O)N[C@@H](CC(=O)O)C(=O)O (N-acetoacetyl-L-aspartic acid). The solvent is C(C)(=O)O (acetic acid), C(C)(=O)OC(C)=O (acetic anhydride). Run at time 8 hour. Yields the product C(CC(=O)C)(=O)N[C@H]1CC(=O)OC1=O (N-acetoacetyl-L-aspartic anhydride). Reaction SMILES: [C:1]([NH:7][C@H:8]([C:13]([OH:15])=[O:14])[CH2:9][C:10]([OH:12])=O)(=[O:6])[CH2:2][C:3]([CH3:5])=[O:4]>C(O)(=O)C.C(OC(=O)C)(=O)C>[C:1]([NH:7][C@@H:8]1[C:13](=[O:14])[O:15][C:10](=[O:12])[CH2:9]1)(=[O:6])[CH2:2][C:3]([CH3:5])=[O:4]. Procedure details: 1.41 parts of N-acetoacetyl-L-aspartic acid were dissolved in 25 parts by volume of acetic acid, and 5 parts by volume of acetic anhydride were added and the mixture was stirred overnight under nitrogen. Solvent was removed under vacuum at 40°-45° C. 50 parts by volume of acetic acid were added and the evaporation repeated to form N-acetoacetyl-L-aspartic anhydride. Reaction SMILES: [CH3:26][N:27]([CH:28]1[CH2:29][NH:30][CH2:31][CH2:32]1)[CH3:33].[Cl:1][c:2]1[cH:3][c:4]2[cH:5][c:6]([C:17]3=[N:21][CH:20]([CH2:22][C:23](=[O:24])[OH:25])[CH2:19][S:18]3)[nH:7][c:8]2[c:9]([NH:11][CH:12]2[CH2:13][CH2:14][CH2:15][CH2:16]2)[cH:10]1>>[Cl:1][c:2]1[cH:3][c:4]2[cH:5][c:6]([C:17]3=[N:21][CH:20]([CH2:22][C:23](=[O:25])[N:30]4[CH2:29][CH:28]([N:27]([CH3:26])[CH3:33])[CH2:32][CH2:31]4)[CH2:19][S:18]3)[nH:7][c:8]2[c:9]([NH:11][CH:12]2[CH2:13][CH2:14][CH2:15][CH2:16]2)[cH:10]1. Reactants: CN(C)C1CCNC1, O=C(O)CC1CSC(c2cc3cc(Cl)cc(NC4CCCC4)c3[nH]2)=N1. Yields the product CN(C)C1CCN(C(=O)CC2CSC(c3cc4cc(Cl)cc(NC5CCCC5)c4[nH]3)=N2)C1.